From a dataset of the Open Reaction Database (ORD), a public repository of structured organic reaction records. describe an organic reaction: reactants, conditions, products, and yield Reactants: CN(C)C=O, CCN(C(C)C)C(C)C, O=S(=O)(Cl)Cc1c(Cl)cccc1Cl, Cl, O=[N+]([O-])C=C1NCCCS1. The product is O=[N+]([O-])C=C1SCCCN1S(=O)(=O)Cc1c(Cl)cccc1Cl. RXN SMILES: [CH3:34][N:35]([CH3:36])[CH:37]=[O:38].[CH:11]([N:12]([CH2:13][CH3:14])[CH:15]([CH3:16])[CH3:17])([CH3:18])[CH3:19].[Cl:20][c:21]1[c:22]([CH2:23][S:24](=[O:25])(=[O:26])[Cl:27])[c:28]([Cl:32])[cH:29][cH:30][cH:31]1.[ClH:33].[N+:1](=[O:2])([O-:3])[CH:4]=[C:5]1[S:6][CH2:7][CH2:8][CH2:9][NH:10]1>>[N+:1](=[O:2])([O-:3])[CH:4]=[C:5]1[S:6][CH2:7][CH2:8][CH2:9][N:10]1[S:24]([CH2:23][c:22]1[c:21]([Cl:20])[cH:31][cH:30][cH:29][c:28]1[Cl:32])(=[O:25])=[O:26]. Starting materials: C(#N)[BH3-].[Na+] (sodium cyanoborohydride), BrC1=CC=C(C=C1)C1=C(C(=NO1)C)N (5-(4-Bromo-phenyl)-3-methyl-isoxazol-4-ylamine), C(C1=CC=CC=C1)N1CCC(CC1)=O (1-benzyl-piperidin-4-one), C(C)(=O)O (acetic acid). Run in CO (MeOH). Conditions: temperature 0 celsius. Yields the product C(C1=CC=CC=C1)N1CCC(CC1)NC=1C(=NOC1C1=CC=C(C=C1)Br)C ((1-Benzyl-piperidin-4-yl)-[5-(4-bromo-phenyl)-3-methyl-isoxazol-4-yl]-amine). As a reaction SMILES: [Br:1][C:2]1[CH:7]=[CH:6][C:5]([C:8]2[O:12][N:11]=[C:10]([CH3:13])[C:9]=2[NH2:14])=[CH:4][CH:3]=1.[CH2:15]([N:22]1[CH2:27][CH2:26][C:25](=O)[CH2:24][CH2:23]1)[C:16]1[CH:21]=[CH:20][CH:19]=[CH:18][CH:17]=1.C(O)(=O)C.C([BH3-])#N.[Na+]>CO>[CH2:15]([N:22]1[CH2:27][CH2:26][CH:25]([NH:14][C:9]2[C:10]([CH3:13])=[N:11][O:12][C:8]=2[C:5]2[CH:4]=[CH:3][C:2]([Br:1])=[CH:7][CH:6]=2)[CH2:24][CH2:23]1)[C:16]1[CH:21]=[CH:20][CH:19]=[CH:18][CH:17]=1 |f:3.4|. Procedure details: 5-(4-Bromo-phenyl)-3-methyl-isoxazol-4-ylamine (0.500 g, 1.73 mmol) and 1-benzyl-piperidin-4-one were mixed with acetic acid (0.200 mL) in MeOH (8 mL). The reaction was cooled to 0° C. and stirred for one hour before sodium cyanoborohydride (0.108 g, 1.74 mmol) was added. The reaction was allowed to warm to room temperature and was monitored by analytical LCMS. When complete, the reaction was quenched with aqueous sodium bicarbonate then submitted to standard workup procedures. The crude materia... The reactants are Cc1cc(Br)ccc1NC(=O)c1c[nH]c2ccccc2c1=O, OB(O)C1=CCCCC1, O=C([O-])[O-], CC#N, CCOC(C)=O, [Na+], [Na+]. The product is Cc1cc(C2=CCCCC2)ccc1NC(=O)c1c[nH]c2ccccc2c1=O. Reaction SMILES: [Br:1][c:2]1[cH:3][c:4]([CH3:22])[c:5]([NH:8][C:9](=[O:10])[c:11]2[cH:12][nH:13][c:14]3[cH:15][cH:16][cH:17][cH:18][c:19]3[c:20]2=[O:21])[cH:6][cH:7]1.[C:23]1([B:29]([OH:30])[OH:31])=[CH:24][CH2:25][CH2:26][CH2:27][CH2:28]1.[C:32](=[O:33])([O-:34])[O-:35].[CH3:38][C:39]#[N:40].[CH3:41][CH2:42][O:43][C:44](=[O:45])[CH3:46].[Na+:36].[Na+:37]>>[c:2]1([C:23]2=[CH:24][CH2:25][CH2:26][CH2:27][CH2:28]2)[cH:3][c:4]([CH3:22])[c:5]([NH:8][C:9](=[O:10])[c:11]2[cH:12][nH:13][c:14]3[cH:15][cH:16][cH:17][cH:18][c:19]3[c:20]2=[O:21])[cH:6][cH:7]1. Starting materials: Nc1ccc(Br)cc1, CC(=O)OC(C)=O, ClCCl, c1ccncc1. Yields the product CC(=O)Nc1ccc(Br)cc1. As a reaction SMILES: [Br:14][c:15]1[cH:16][cH:17][c:18]([NH2:21])[cH:19][cH:20]1.[CH3:7][C:8]([O:9][C:11]([CH3:12])=[O:13])=[O:10].[Cl:22][CH2:23][Cl:24].[cH:1]1[cH:2][cH:3][n:4][cH:5][cH:6]1>>[C:11]([CH3:12])(=[O:13])[NH:21][c:18]1[cH:17][cH:16][c:15]([Br:14])[cH:20][cH:19]1.